From a dataset of the Open Reaction Database (ORD), a public repository of structured organic reaction records. describe an organic reaction: reactants, conditions, products, and yield Reactants: [Si](C)(C)(C(C)(C)C)OC=1C=CC=C2C=CC(=NC12)/C=N/NC1=NC=CC(=C1)C ((E)-8-(tert-Butyldimethylsilyloxy)-2-((2-(4-methylpyridin-2-yl)hydrazono)methyl)quinoline), C(C)(=O)O.C(C)(=O)O.IC1=CC=CC=C1 (Iodobenzene diacetate). Solvent: C(Cl)Cl (DCM). Run at time 8 hour. Product: [Si](C)(C)(C(C)(C)C)OC=1C=CC=C2C=CC(=NC12)C1=NN=C2N1C=CC(=C2)C (8-(tert-butyldimethylsilyloxy)-2-(7-methyl-[1,2,4]triazolo[4,3-a]pyridin-3-yl)quinoline). Yield: 82.6%. Reaction SMILES: [Si:1]([O:8][C:9]1[CH:10]=[CH:11][CH:12]=[C:13]2[C:18]=1[N:17]=[C:16](/[CH:19]=[N:20]/[NH:21][C:22]1[CH:27]=[C:26]([CH3:28])[CH:25]=[CH:24][N:23]=1)[CH:15]=[CH:14]2)([C:4]([CH3:7])([CH3:6])[CH3:5])([CH3:3])[CH3:2].C(O)(=O)C.C(O)(=O)C.IC1C=CC=CC=1>C(Cl)Cl>[Si:1]([O:8][C:9]1[CH:10]=[CH:11][CH:12]=[C:13]2[C:18]=1[N:17]=[C:16]([C:19]1[N:23]3[CH:24]=[CH:25][C:26]([CH3:28])=[CH:27][C:22]3=[N:21][N:20]=1)[CH:15]=[CH:14]2)([C:4]([CH3:7])([CH3:6])[CH3:5])([CH3:3])[CH3:2] |f:1.2.3|. Procedure: (E)-8-(tert-Butyldimethylsilyloxy)-2-((2-(4-methylpyridin-2-yl)hydrazono)methyl)quinoline (0.720 g, 1.83 mmol) was suspended in DCM (6 mL) at ambient temperature. Iodobenzene diacetate (0.650 g, 2.02 mmol) was added and the solution was allowed to stir at ambient temperature overnight. The mixture was concentrated to an orange oil and purified directly by column chromatography (20% EtOAc/DCM to 50% EtOAc/DCM) to provide the desired product (0.590 g, 82%).